From a dataset of the Open Reaction Database (ORD), a public repository of structured organic reaction records. describe an organic reaction: reactants, conditions, products, and yield The reactants are ClC1=C(C=C(C=C1)NC(CCC1=CC(=CC=C1)O)=O)C(F)(F)F (N-[4-chloro-3-(trifluoromethyl)phenyl]-3-(3-hydroxyphenyl)propanamide), ClC1=NC=CC(=N1)Cl (2,4-dichloropyrimidine), C([O-])([O-])=O.[Cs+].[Cs+] (cesium carbonate), CN(C)C=O (DMF). Run in C1CCOC1 (THF), O (water). Product: NC1=NC=CC(=N1)OC=1C=C(C=CC1)CCC(=O)NC1=CC(=C(C=C1)Cl)C(F)(F)F (3-{3-[(2-aminopyrimidin-4-yl)oxy]phenyl}-N-[4-chloro-3-(trifluoromethyl)phenyl]propanamide). Isolated yield 77.0%. RXN SMILES: [Cl:1][C:2]1[CH:7]=[CH:6][C:5]([NH:8][C:9](=[O:19])[CH2:10][CH2:11][C:12]2[CH:17]=[CH:16][CH:15]=[C:14]([OH:18])[CH:13]=2)=[CH:4][C:3]=1[C:20]([F:23])([F:22])[F:21].Cl[C:25]1[N:30]=[C:29](Cl)[CH:28]=[CH:27][N:26]=1.C(=O)([O-])[O-].[Cs+].[Cs+].C[N:39](C=O)C>C1COCC1.O>[NH2:39][C:25]1[N:30]=[C:29]([O:18][C:14]2[CH:13]=[C:12]([CH2:11][CH2:10][C:9]([NH:8][C:5]3[CH:6]=[CH:7][C:2]([Cl:1])=[C:3]([C:20]([F:21])([F:22])[F:23])[CH:4]=3)=[O:19])[CH:17]=[CH:16][CH:15]=2)[CH:28]=[CH:27][N:26]=1 |f:2.3.4|. Reported procedure: A solution of N-[4-chloro-3-(trifluoromethyl)phenyl]-3-(3-hydroxyphenyl)propanamide (1.63 g, 4.70 mmol), 2,4-dichloropyrimidine (0.883 g, 5.90 mmol) and cesium carbonate (2.32 g, 7.10 mmol) in THF (60 mL) containing a drop of DMF was heated at reflux overnight. After cooling to rt, the reaction mixture was diluted with water and extracted with EtOAc. The combined organic solutions were washed with brine, dried over Na2SO4, filtered, and concentrated. The residue was purified by column chromatogr... Reactants: [N+](=O)(O)[O-] (nitric acid), FC(C1=CC=C(C=C1)CC(=O)O)(F)F (4-trifluoromethylphenylacetic acid), ice water. The solvent is S(O)(O)(=O)=O (sulfuric acid). Reaction conditions: time 15 minute. Yields the product [N+](=O)([O-])C1=C(C=CC(=C1)C(F)(F)F)CC(=O)O (2-nitro-4-trifluoromethylphenyl acetic acid). RXN SMILES: [F:1][C:2]([F:14])([F:13])[C:3]1[CH:8]=[CH:7][C:6]([CH2:9][C:10]([OH:12])=[O:11])=[CH:5][CH:4]=1.[N+:15]([O-])([OH:17])=[O:16]>S(=O)(=O)(O)O>[N+:15]([C:5]1[CH:4]=[C:3]([C:2]([F:13])([F:14])[F:1])[CH:8]=[CH:7][C:6]=1[CH2:9][C:10]([OH:12])=[O:11])([O-:17])=[O:16]. Procedure details: To a cooled (0°) solution of 4-trifluoromethylphenylacetic acid (550 g; 1.45 mol) in sulfuric acid (2.0 L) was added, over 1.5 hours, nitric acid (90%; 300 mL) at such a rate as to maintain the temperature between 0° and 5° C. The solution was stirred for 15 minutes, then poured into ice water (17 L). The solid that separated was collected on a filter, washed with water (2 times with 2.5 L, by resuspension), then dissolved in ether (3.0 L). The ethereal solution was washed with water (2 times wi...